Dataset: the Open Reaction Database (ORD), a public repository of structured organic reaction records. Task: describe an organic reaction: reactants, conditions, products, and yield Reactants: CCOC(C)=O, O=C(Cl)OCC(Cl)(Cl)Cl, Cl, Cc1ccc(-n2nc(C(C)(C)C)cc2N)cc1, [Na+], [OH-], O. The product is Cc1ccc(-n2nc(C(C)(C)C)cc2NC(=O)OCC(Cl)(Cl)Cl)cc1. Reaction SMILES: [CH3:31][CH2:32][O:33][C:34]([CH3:35])=[O:36].[Cl:22][C:23](=[O:24])[O:25][CH2:26][C:27]([Cl:28])([Cl:29])[Cl:30].[ClH:1].[NH2:2][c:3]1[cH:4][c:5]([C:15]([CH3:16])([CH3:17])[CH3:18])[n:6][n:7]1-[c:8]1[cH:9][cH:10][c:11]([CH3:14])[cH:12][cH:13]1.[Na+:21].[OH-:20].[OH2:19]>>[NH:2]([c:3]1[cH:4][c:5]([C:15]([CH3:16])([CH3:17])[CH3:18])[n:6][n:7]1-[c:8]1[cH:9][cH:10][c:11]([CH3:14])[cH:12][cH:13]1)[C:23](=[O:24])[O:25][CH2:26][C:27]([Cl:28])([Cl:29])[Cl:30]. Reactants: O=C([O-])[O-], COc1cc2c(cc1[N+](=O)[O-])CCNCC2, CN(C)C=O, O=S(=O)(OCC(F)(F)F)C(Cl)(Cl)Cl, [K+], [K+]. The product is COc1cc2c(cc1[N+](=O)[O-])CCN(CC(F)(F)F)CC2. As a reaction SMILES: [C:30](=[O:31])([O-:32])[O-:33].[CH3:1][O:2][c:3]1[cH:4][c:5]2[c:6]([cH:12][c:13]1[N+:14](=[O:15])[O-:16])[CH2:7][CH2:8][NH:9][CH2:10][CH2:11]2.[CH3:36][N:37]([CH3:38])[CH:39]=[O:40].[F:17][C:18]([CH2:19][O:20][S:21]([C:22]([Cl:23])([Cl:24])[Cl:25])(=[O:26])=[O:27])([F:28])[F:29].[K+:34].[K+:35]>>[CH3:1][O:2][c:3]1[cH:4][c:5]2[c:6]([cH:12][c:13]1[N+:14](=[O:15])[O-:16])[CH2:7][CH2:8][N:9]([CH2:19][C:18]([F:17])([F:28])[F:29])[CH2:10][CH2:11]2. The solvent is O (H2O), O (water). Yields the product O1CCC(CC1)C=1C(=NC=C(C(=O)O)C1)OCC(F)(F)F (5-(Tetrahydro-pyran-4-yl)-6-(2,2,2-trifluoro-ethoxy)-nicotinic acid). Reaction SMILES: C[O:2][C:3](=[O:22])[C:4]1[CH:9]=[C:8]([CH:10]2[CH2:15][CH2:14][O:13][CH2:12][CH2:11]2)[C:7]([O:16][CH2:17][C:18]([F:21])([F:20])[F:19])=[N:6][CH:5]=1.O1CCCC1.[OH-].[Li+].Cl>O>[O:13]1[CH2:14][CH2:15][CH:10]([C:8]2[C:7]([O:16][CH2:17][C:18]([F:21])([F:19])[F:20])=[N:6][CH:5]=[C:4]([CH:9]=2)[C:3]([OH:22])=[O:2])[CH2:11][CH2:12]1 |f:2.3|. Conditions: temperature 40 celsius, time 3 hour. The yield is 94.8%. Reactants: COC(C1=CN=C(C(=C1)C1CCOCC1)OCC(F)(F)F)=O (5-(tetrahydro-pyran-4-yl)-6-(2,2,2-trifluoro-ethoxy)-nicotinic acid methyl ester), Cl (HCl), O1CCCC1 (tetrahydrofuran), [OH-].[Li+] (Lithium hydroxide). Procedure details: In a 25 mL round-bottomed flask, the above prepared 5-(tetrahydro-pyran-4-yl)-6-(2,2,2-trifluoro-ethoxy)-nicotinic acid methyl ester (538 mg, 1.69 mmol, Eq: 1.00) was combined with tetrahydrofuran (4 ml) and water (2 ml) to give a colorless solution. Lithium hydroxide (80.7 mg, 3.37 mmol, Eq: 2) was added and the reaction mixture was stirred at 40° C. TLC after 3 h showed that the reaction was complete. 6 ml H2O and 4.5 ml 1N HCl were added and the white suspension was stirred for 10 min at 0° C... The reactants are O=C([O-])[O-], CS(C)=O, CCOC(C)=O, CC(C)(C)OC(=O)N(c1cscn1)S(=O)(=O)c1cc(Cl)c(F)cc1F, [K+], [K+], O=[N+]([O-])c1nn(C2CCCCO2)cc1-c1cc(C(F)(F)F)ccc1O. The product is CC(C)(C)OC(=O)N(c1cscn1)S(=O)(=O)c1cc(Cl)c(Oc2ccc(C(F)(F)F)cc2-c2cn(C3CCCCO3)nc2[N+](=O)[O-])cc1F. Reaction SMILES: [C:26](=[O:27])([O-:28])[O-:29].[CH3:57][S:58](=[O:59])[CH3:60].[CH3:61][CH2:62][O:63][C:64](=[O:65])[CH3:66].[Cl:32][c:33]1[c:34]([F:56])[cH:35][c:36]([F:55])[c:37]([S:39](=[O:40])(=[O:41])[N:42]([C:43]([O:44][C:45]([CH3:46])([CH3:47])[CH3:48])=[O:49])[c:50]2[n:51][cH:52][s:53][cH:54]2)[cH:38]1.[K+:30].[K+:31].[N+:1](=[O:2])([O-:3])[c:4]1[n:5][n:6]([CH:20]2[O:21][CH2:22][CH2:23][CH2:24][CH2:25]2)[cH:7][c:8]1-[c:9]1[c:10]([OH:19])[cH:11][cH:12][c:13]([C:15]([F:16])([F:17])[F:18])[cH:14]1>>[N+:1](=[O:2])([O-:3])[c:4]1[n:5][n:6]([CH:20]2[O:21][CH2:22][CH2:23][CH2:24][CH2:25]2)[cH:7][c:8]1-[c:9]1[c:10]([O:19][c:34]2[c:33]([Cl:32])[cH:38][c:37]([S:39](=[O:40])(=[O:41])[N:42]([C:43]([O:44][C:45]([CH3:46])([CH3:47])[CH3:48])=[O:49])[c:50]3[n:51][cH:52][s:53][cH:54]3)[c:36]([F:55])[cH:35]2)[cH:11][cH:12][c:13]([C:15]([F:16])([F:17])[F:18])[cH:14]1. As a reaction SMILES: B.[CH2:2]=[C:3]1[CH2:9][O:8][CH2:7][CH2:6][N:5]([C:10]([O:12][C:13]([CH3:16])([CH3:15])[CH3:14])=[O:11])[CH2:4]1.[OH-:17].[Na+].OO>C1COCC1.CCCCCC>[OH:17][CH2:2][CH:3]1[CH2:9][O:8][CH2:7][CH2:6][N:5]([C:10]([O:12][C:13]([CH3:16])([CH3:15])[CH3:14])=[O:11])[CH2:4]1 |f:2.3|. Reaction conditions: temperature 25 celsius. Procedure: 1M borane in THF (450 mL, 0.45 mol, 0.9 eq) was added under stirring and cooling on an ice bath to a stirred in a stream of argon solution of tert-butyl 6-methylene-1,4-oxazepane-4-carboxylate (Preparation 79, 107 g, 0.5 mol, 1 eq) in THF (300 mL). The reaction mixture was heated to 25° C. and stirred at this temperature for 3 h. Then the reaction mixture was cooled to 0-10° C. and treated at this temperature sequentially with 3N sodium hydroxide (170 mL) and 30% hydrogen peroxide (66 mL). The o... Product: OCC1CN(CCOC1)C(=O)OC(C)(C)C (tert-Butyl 6-(hydroxymethyl)-1,4-oxazepane-4-carboxylate). Starting materials: C=C1CN(CCOC1)C(=O)OC(C)(C)C (tert-butyl 6-methylene-1,4-oxazepane-4-carboxylate), B (borane), [OH-].[Na+] (sodium hydroxide), OO (hydrogen peroxide). Solvent: C1CCOC1 (THF), C1CCOC1 (THF), CCCCCC (hexane). Reactants: ClC1=NC(=C(C(=N1)Cl)OCC(C)=O)N1CCOCC1 (1-(2,4-dichloro-6-morpholin-4-yl-pyrimidin-5-yloxy)-propan-2-one), CC(C)C[AlH]CC(C)C (DIBAL-H), CC(C)C[AlH]CC(C)C (DIBAL-H). The solvent is C1CCOC1 (THF). Reaction conditions: temperature 0 celsius, time 1.5 hour. Yields the product ClC1=NC(=C(C(=N1)Cl)OCC(C)O)N1CCOCC1 (1-(2,4-Dichloro-6-morpholin-4-yl-pyrimidin-5-yloxy)-propan-2-ol). Isolated yield 100.1%. As a reaction SMILES: [Cl:1][C:2]1[N:7]=[C:6]([Cl:8])[C:5]([O:9][CH2:10][C:11](=[O:13])[CH3:12])=[C:4]([N:14]2[CH2:19][CH2:18][O:17][CH2:16][CH2:15]2)[N:3]=1.CC(C[AlH]CC(C)C)C>C1COCC1>[Cl:1][C:2]1[N:7]=[C:6]([Cl:8])[C:5]([O:9][CH2:10][CH:11]([OH:13])[CH3:12])=[C:4]([N:14]2[CH2:19][CH2:18][O:17][CH2:16][CH2:15]2)[N:3]=1. Procedure details: To a solution of 1-(2,4-dichloro-6-morpholin-4-yl-pyrimidin-5-yloxy)-propan-2-one (146 mg, 0.48 mmol) in THF (5 mL) at −78° C. was added DIBAL-H (580 μL, 0.58 mmol, 1M solution in toluene) and the resulting mixture warmed to 0° C. and stirred for 1.5 hours. The reaction mixture was cooled to −78° C. before the addition of further DIBAL-H (480 μL, 0.48 mmol) and the mixture warmed to 0° C. and stirred for 2 hours. The reaction mixture was quenched with Rochelle's salt (1M aqueous solution) and th... The reactants are CN1C(=CC(=C1C(=O)C1=CC=C(C=C1)C)C)CC(=O)OCC (ethyl 1,4 dimethyl-5-(ρ-toluoyl)-pyrrole-2-acetate), [OH-].[Na+] (sodium hydroxide), Cl (hydrochloric acid). Run in O (water). Yields the product CN1C(=CC(=C1C(=O)C1=CC=C(C=C1)C)C)CC(=O)O (1,4 dimethyl-5-(ρ-toluoyl)-pyrrole-2-acetic acid). As a reaction SMILES: [CH3:1][N:2]1[C:6]([C:7]([C:9]2[CH:14]=[CH:13][C:12]([CH3:15])=[CH:11][CH:10]=2)=[O:8])=[C:5]([CH3:16])[CH:4]=[C:3]1[CH2:17][C:18]([O:20]CC)=[O:19].[OH-].[Na+].Cl>O>[CH3:1][N:2]1[C:6]([C:7]([C:9]2[CH:14]=[CH:13][C:12]([CH3:15])=[CH:11][CH:10]=2)=[O:8])=[C:5]([CH3:16])[CH:4]=[C:3]1[CH2:17][C:18]([OH:20])=[O:19] |f:1.2|. Procedure: A suspension of 8.5 g. (0.0284 mole) of ethyl 1,4 dimethyl-5-(ρ-toluoyl)-pyrrole-2-acetate in 29 ml. of 1N sodium hydroxide solution is heated under reflux for 20 min. The yellow solution is diluted with water and added to dilute hydrochloric acid. The precipitated solid is collected, dried in vacuo and recrystallized from 2-propanol to give 1,4 dimethyl-5-(ρ-toluoyl)-pyrrole-2-acetic acid as a white solid, M.P. 160°-161° C.